From a dataset of the Open Reaction Database (ORD), a public repository of structured organic reaction records. describe an organic reaction: reactants, conditions, products, and yield Reactants: CCOC(C)=O, C1CCCCC1, CS(=O)(=O)c1ccccc1S(=O)(=O)Cl, c1ccncc1, C[Si](C)(C)CCOCn1nc(-c2nc3ccccc3[nH]2)c2cc(N)ccc21. The product is C[Si](C)(C)CCOCn1nc(-c2nc3ccccc3[nH]2)c2cc(NS(=O)(=O)c3ccccc3S(C)(=O)=O)ccc21. RXN SMILES: [C:48]([O:49][CH2:50][CH3:51])(=[O:52])[CH3:53].[CH2:54]1[CH2:55][CH2:56][CH2:57][CH2:58][CH2:59]1.[CH3:34][S:35](=[O:36])(=[O:37])[c:38]1[c:39]([S:44](=[O:45])(=[O:46])[Cl:47])[cH:40][cH:41][cH:42][cH:43]1.[cH:28]1[cH:29][cH:30][n:31][cH:32][cH:33]1.[nH:1]1[c:2](-[c:10]2[n:11][n:12]([CH2:20][O:21][CH2:22][CH2:23][Si:24]([CH3:25])([CH3:26])[CH3:27])[c:13]3[cH:14][cH:15][c:16]([NH2:19])[cH:17][c:18]23)[n:3][c:4]2[c:5]1[cH:6][cH:7][cH:8][cH:9]2>>[n:1]1[c:2](-[c:10]2[n:11][n:12]([CH2:20][O:21][CH2:22][CH2:23][Si:24]([CH3:25])([CH3:26])[CH3:27])[c:13]3[cH:14][cH:15][c:16]([NH:19][S:44]([c:39]4[c:38]([S:35]([CH3:34])(=[O:36])=[O:37])[cH:43][cH:42][cH:41][cH:40]4)(=[O:45])=[O:46])[cH:17][c:18]23)[nH:3][c:4]2[c:5]1[cH:6][cH:7][cH:8][cH:9]2.